From a dataset of the Open Reaction Database (ORD), a public repository of structured organic reaction records. describe an organic reaction: reactants, conditions, products, and yield Reactants: CCC(O[Si](CC)(CC)CC)C(C)C1OC1CC(C)(C=CC=C(C)C1OC(=O)CC(O[Si](CC)(CC)CC)CCC(C)C(OC(C)=O)C=CC1C)O[Si](CC)(CC)CC, O=C([O-])[O-], CO, CCOC(C)=O, [K+], [K+]. The product is CCC(O[Si](CC)(CC)CC)C(C)C1OC1CC(C)(C=CC=C(C)C1OC(=O)CC(O[Si](CC)(CC)CC)CCC(C)C(O)C=CC1C)O[Si](CC)(CC)CC. RXN SMILES: [C:1](=[O:2])([CH3:3])[O:4][CH:5]1[CH:6]([CH3:59])[CH2:7][CH2:8][CH:9]([O:51][Si:52]([CH2:53][CH3:54])([CH2:55][CH3:56])[CH2:57][CH3:58])[CH2:10][C:11](=[O:12])[O:13][CH:14]([C:19](=[CH:20][CH:21]=[CH:22][C:23]([CH2:24][CH:25]2[CH:26]([CH:27]([CH:28]([CH2:29][CH3:30])[O:31][Si:32]([CH2:33][CH3:34])([CH2:35][CH3:36])[CH2:37][CH3:38])[CH3:39])[O:40]2)([O:41][Si:42]([CH2:43][CH3:44])([CH2:45][CH3:46])[CH2:47][CH3:48])[CH3:49])[CH3:50])[CH:15]([CH3:18])[CH:16]=[CH:17]1.[C:60](=[O:61])([O-:62])[O-:63].[CH3:66][OH:67].[CH3:68][CH2:69][O:70][C:71](=[O:72])[CH3:73].[K+:64].[K+:65]>>[OH:4][CH:5]1[CH:6]([CH3:59])[CH2:7][CH2:8][CH:9]([O:51][Si:52]([CH2:53][CH3:54])([CH2:55][CH3:56])[CH2:57][CH3:58])[CH2:10][C:11](=[O:12])[O:13][CH:14]([C:19](=[CH:20][CH:21]=[CH:22][C:23]([CH2:24][CH:25]2[CH:26]([CH:27]([CH:28]([CH2:29][CH3:30])[O:31][Si:32]([CH2:33][CH3:34])([CH2:35][CH3:36])[CH2:37][CH3:38])[CH3:39])[O:40]2)([O:41][Si:42]([CH2:43][CH3:44])([CH2:45][CH3:46])[CH2:47][CH3:48])[CH3:49])[CH3:50])[CH:15]([CH3:18])[CH:16]=[CH:17]1. Starting materials: CN1CCNCC1, CO, O=S1(=O)NC(Cl)=Nc2ccccc21. Product: CN1CCN(C2=Nc3ccccc3S(=O)(=O)N2)CC1. RXN SMILES: [CH3:14][N:15]1[CH2:16][CH2:17][NH:18][CH2:19][CH2:20]1.[CH3:21][OH:22].[Cl:1][C:2]1=[N:7][c:6]2[c:5]([cH:11][cH:10][cH:9][cH:8]2)[S:4](=[O:12])(=[O:13])[NH:3]1>>[C:2]1([N:18]2[CH2:17][CH2:16][N:15]([CH3:14])[CH2:20][CH2:19]2)=[N:7][c:6]2[c:5]([cH:11][cH:10][cH:9][cH:8]2)[S:4](=[O:12])(=[O:13])[NH:3]1. Reactants: Br, O=C(Cl)CC1CCCC1, COCCn1c(=N)sc2cc(F)ccc21. The product is COCCn1c(=NC(=O)CC2CCCC2)sc2cc(F)ccc21. RXN SMILES: [BrH:1].[CH:17]1([CH2:22][C:23](=[O:24])[Cl:25])[CH2:18][CH2:19][CH2:20][CH2:21]1.[F:2][c:3]1[cH:4][c:5]2[c:6]([n:7]([CH2:11][CH2:12][O:13][CH3:14])[c:8](=[NH:10])[s:9]2)[cH:15][cH:16]1>>[F:2][c:3]1[cH:4][c:5]2[c:6]([n:7]([CH2:11][CH2:12][O:13][CH3:14])[c:8](=[N:10][C:23]([CH2:22][CH:17]3[CH2:18][CH2:19][CH2:20][CH2:21]3)=[O:24])[s:9]2)[cH:15][cH:16]1. Reactants: Cl.C(#N)C1(CC1)NC(=O)[C@H]1NC[C@@H](C1)S(=O)(=O)C1=C(C=CC=C1)C(F)(F)F ((2S,4R)-4-(2-trifluoromethyl-benzenesulfonyl)-pyrrolidine-2-carboxylic acid (1-cyano-cyclopropyl)-amide hydrochloride), FC(C1CCC(CC1)C(=O)O)(F)F (4-(trifluoromethyl)-cyclohexane carboxylic acid), A1. The product is C(#N)C1(CC1)NC(=O)[C@H]1N(C[C@@H](C1)S(=O)(=O)C1=C(C=CC=C1)C(F)(F)F)C(=O)C1CCC(CC1)C(F)(F)F ((2S,4R)-4-(2-trifluoromethyl-benzenesulfonyl)-1-(4-trifluoromethyl-cyclohexanecarbonyl)-pyrrolidine-2-carboxylic acid (1-cyano-cyclopropyl)-amide). Reaction SMILES: Cl.[C:2]([C:4]1([NH:7][C:8]([C@@H:10]2[CH2:14][C@@H:13]([S:15]([C:18]3[CH:23]=[CH:22][CH:21]=[CH:20][C:19]=3[C:24]([F:27])([F:26])[F:25])(=[O:17])=[O:16])[CH2:12][NH:11]2)=[O:9])[CH2:6][CH2:5]1)#[N:3].[F:28][C:29]([F:40])([F:39])[CH:30]1[CH2:35][CH2:34][CH:33]([C:36](O)=[O:37])[CH2:32][CH2:31]1>>[C:2]([C:4]1([NH:7][C:8]([C@@H:10]2[CH2:14][C@@H:13]([S:15]([C:18]3[CH:23]=[CH:22][CH:21]=[CH:20][C:19]=3[C:24]([F:27])([F:25])[F:26])(=[O:17])=[O:16])[CH2:12][N:11]2[C:36]([CH:33]2[CH2:32][CH2:31][CH:30]([C:29]([F:28])([F:39])[F:40])[CH2:35][CH2:34]2)=[O:37])=[O:9])[CH2:5][CH2:6]1)#[N:3] |f:0.1|. Procedure details: (2S,4R)-4-(2-trifluoromethyl-benzenesulfonyl)-pyrrolidine-2-carboxylic acid (1-cyano-cyclopropyl)-amide hydrochloride from experiment K5 was coupled with 4-(trifluoromethyl)-cyclohexane carboxylic acid in analogy to experiment A1 to give (2S,4R)-4-(2-trifluoromethyl-benzenesulfonyl)-1-(4-trifluoromethyl-cyclohexanecarbonyl)-pyrrolidine-2-carboxylic acid (1-cyano-cyclopropyl)-amide as a pale yellow oil. MS: 566.3 [M+H]+.